From a dataset of the Open Reaction Database (ORD), a public repository of structured organic reaction records. describe an organic reaction: reactants, conditions, products, and yield The reactants are C(C)(C)[N-]C(C)C.[Li+] (Lithium diisopropylamide), C1(=CC=C(C=C1)S(=O)(=O)C[C@@H]1CCC(N1)=O)C ((5S)-5-(p-Toluenesulphonylmethyl)-2-pyrrolidinone), CI (methyl iodide). Solvent: C1CCOC1 (THF). Reaction conditions: temperature -70 celsius. The product is C1(=CC=C(C=C1)S(=O)(=O)C[C@@H]1CCC(N1C)=O)C ((5S)-5-(p-toluenesulphonyl-methyl)-1-methyl-2-pyrrolidinone). Isolated yield 40.0%. As a reaction SMILES: [C:1]1([CH3:17])[CH:6]=[CH:5][C:4]([S:7]([CH2:10][C@H:11]2[NH:15][C:14](=[O:16])[CH2:13][CH2:12]2)(=[O:9])=[O:8])=[CH:3][CH:2]=1.[CH:18]([N-]C(C)C)(C)C.[Li+].CI>C1COCC1>[C:1]1([CH3:17])[CH:2]=[CH:3][C:4]([S:7]([CH2:10][C@H:11]2[N:15]([CH3:18])[C:14](=[O:16])[CH2:13][CH2:12]2)(=[O:9])=[O:8])=[CH:5][CH:6]=1 |f:1.2|. Procedure details: (5S)-5-(p-Toluenesulphonylmethyl)-2-pyrrolidinone (0.8 g, 3 mmol) was dissolved in dry THF and cooled to −70° C. Lithium diisopropylamide was slowly added and the reaction stirred for 20 minutes before addition of methyl iodide (2 ml, excess). The reaction was allowed to warm to ambient temperature for over 2 hours. The reaction was partitioned between ethyl acetate and water, the organic layer separated, dried over MgSO4, filtered, and evaporated in vacuo. The residue was purified by flash chro... The reactants are Clc1ccc(OCCCCBr)cc1Cl, C1CCOC1, CN. Product: CNCCCCOc1ccc(Cl)c(Cl)c1. As a reaction SMILES: [Br:1][CH2:2][CH2:3][CH2:4][CH2:5][O:6][c:7]1[cH:8][c:9]([Cl:14])[c:10]([Cl:13])[cH:11][cH:12]1.[CH2:17]1[O:18][CH2:19][CH2:20][CH2:21]1.[CH3:15][NH2:16]>>[CH2:2]([CH2:3][CH2:4][CH2:5][O:6][c:7]1[cH:8][c:9]([Cl:14])[c:10]([Cl:13])[cH:11][cH:12]1)[NH:16][CH3:15]. The reactants are C(C)(C)N=C(N(C(C)(C)C)C(C)C)O (diisopropyl-tert-butylisourea), C(C)OC(=O)C=1SC(=CC1O)C(=O)O (ethyl-3-hydroxy-5-carboxy-2-thiophenecarboxylate), products. The solvent is C(Cl)Cl (CH2Cl2). Reaction conditions: time 12 hour. Product: C(C)(C)(C)OC1=C(SC(=C1)C(=O)OC(C)(C)C)C(=O)OCC (tert-Butyl 3-tert-butoxy-2-ethyloxycarbonyl-5-thiophenecarboxylate). The yield is 33.0%. Reaction SMILES: [CH2:1]([O:3][C:4]([C:6]1[S:7][C:8]([C:12]([OH:14])=[O:13])=[CH:9][C:10]=1[OH:11])=[O:5])[CH3:2].C(N=C(O)N(C(C)C)[C:21]([CH3:24])([CH3:23])[CH3:22])(C)C>C(Cl)Cl>[C:21]([O:11][C:10]1[CH:9]=[C:8]([C:12]([O:14][C:21]([CH3:22])([CH3:23])[CH3:24])=[O:13])[S:7][C:6]=1[C:4]([O:3][CH2:1][CH3:2])=[O:5])([CH3:24])([CH3:23])[CH3:22]. Reported procedure: A solution of ethyl-3-hydroxy-5-carboxy-2-thiophenecarboxylate(25 g, 0.115 mmol) in dry (25 g, 0.115 mmol) in dry CH2Cl2 (200 ml) was treated, at ambient temperature, with diisopropyl-tert-butylisourea (175 ml) added dropwise. This caused an exotherm which heated the mixture to reflux. The reaction mixture was then stirred for 12 hours, the solid removed by filtration, and the CH2Cl2 evaporated. The residual oil was purified by subjecting to silica gel chromatography, eluting with petroleum ethe... Reactants: Fc1ccc2nc(Nc3ccc(Br)cc3)sc2c1, COC(=O)c1ccc(Br)cc1, CCOC(C)=O, [K+], [Na+], CC(=O)[O-], O=C([O-])O, CC(=O)[O-], CC(=O)[O-], CN(C)C=O, [Pd+2], c1ccc(P(c2ccccc2)(c2ccccc2)[Pd](P(c2ccccc2)(c2ccccc2)c2ccccc2)(P(c2ccccc2)(c2ccccc2)c2ccccc2)P(c2ccccc2)(c2ccccc2)c2ccccc2)cc1. The product is COC(=O)c1ccc(-c2ccc(Nc3nc4ccc(F)cc4s3)cc2)cc1. As a reaction SMILES: [Br:17][c:18]1[cH:19][cH:20][c:21]([NH:24][c:25]2[s:26][c:27]3[c:28]([n:29]2)[cH:30][cH:31][c:32]([F:34])[cH:33]3)[cH:22][cH:23]1.[Br:1][c:2]1[cH:3][cH:4][c:5]([C:6](=[O:7])[O:8][CH3:9])[cH:10][cH:11]1.[CH3:45][CH2:46][O:47][C:48]([CH3:49])=[O:50].[K+:16].[Na+:39].[O-:12][C:13]([CH3:14])=[O:15].[O-:35][C:36]([OH:37])=[O:38].[O-:52][C:53]([CH3:54])=[O:55].[O-:56][C:57]([CH3:58])=[O:59].[O:40]=[CH:41][N:42]([CH3:43])[CH3:44].[Pd+2:51].[cH:60]1[cH:61][cH:62][c:63]([P:64]([Pd:65]([P:66]([c:67]2[cH:68][cH:69][cH:70][cH:71][cH:72]2)([c:73]2[cH:74][cH:75][cH:76][cH:77][cH:78]2)[c:79]2[cH:80][cH:81][cH:82][cH:83][cH:84]2)([P:85]([c:86]2[cH:87][cH:88][cH:89][cH:90][cH:91]2)([c:92]2[cH:93][cH:94][cH:95][cH:96][cH:97]2)[c:98]2[cH:99][cH:100][cH:101][cH:102][cH:103]2)[P:104]([c:105]2[cH:106][cH:107][cH:108][cH:109][cH:110]2)([c:111]2[cH:112][cH:113][cH:114][cH:115][cH:116]2)[c:117]2[cH:118][cH:119][cH:120][cH:121][cH:122]2)([c:123]2[cH:124][cH:125][cH:126][cH:127][cH:128]2)[c:129]2[cH:130][cH:131][cH:132][cH:133][cH:134]2)[cH:135][cH:136]1>>[c:2]1(-[c:18]2[cH:19][cH:20][c:21]([NH:24][c:25]3[s:26][c:27]4[c:28]([n:29]3)[cH:30][cH:31][c:32]([F:34])[cH:33]4)[cH:22][cH:23]2)[cH:3][cH:4][c:5]([C:6](=[O:7])[O:8][CH3:9])[cH:10][cH:11]1.